This data is from the Open Reaction Database (ORD), a public repository of structured organic reaction records. The task is: describe an organic reaction: reactants, conditions, products, and yield Reactants: BrC=1C=C(N)C=C(C1)F (3-bromo-5-fluoroaniline), N1=C(C=CC=C1C)C (2,6-lutidine), ClCCS(=O)(=O)Cl (2-chloro-ethanesulfonyl chloride), compound 34-A, O (Water). Run in C(Cl)Cl (DCM), C(Cl)Cl (DCM). Conditions: time 30 minute. Product: BrC=1C=C(C=C(C1)F)NS(=O)(=O)CCN1CCOCC1 (2-Morpholin-4-yl-ethanesulfonic acid (3-bromo-5-fluoro-phenyl)-amide). Yield: 37.0%. As a reaction SMILES: [Br:1][C:2]1[CH:3]=[C:4]([CH:6]=[C:7]([F:9])[CH:8]=1)[NH2:5].[N:10]1[C:15]([CH3:16])=CC=C[C:11]=1[CH3:17].Cl[CH2:19][CH2:20][S:21](Cl)(=[O:23])=[O:22].[OH2:25]>C(Cl)Cl>[Br:1][C:2]1[CH:3]=[C:4]([NH:5][S:21]([CH2:20][CH2:19][N:10]2[CH2:11][CH2:17][O:25][CH2:16][CH2:15]2)(=[O:23])=[O:22])[CH:6]=[C:7]([F:9])[CH:8]=1. Procedure details: To a solution of 3-bromo-5-fluoroaniline (CAS 134168-97-1) (1.0 g, 5.3 mmol) and 2,6-lutidine (2.8 g, 26.5 mmol) in anhydrous DCM (30 mL), was added dropwise 2-chloro-ethanesulfonyl chloride (CAS 1622-32-8) (1.0 g, 6.3 mmol) in DCM (5 mL) at r.t. The mixture was stirred at r.t. for 30 min, and compound 34-A (1.5 g, 16 mmol) was added and stirred for 1 h. Water (50 mL) was added, and the mixture was extracted with EtOAc (100 mL×2). The combined organic layers was washed with sat NaCl (50 mL), dri... Reactants: O=S(=O)(O)Cl, ClCCl, Cc1ccccc1N1CCN(C(=O)C(F)(F)F)CC1. Yields the product Cc1ccc(S(=O)(=O)Cl)cc1N1CCN(C(=O)C(F)(F)F)CC1. Reaction SMILES: [Cl:20][S:21](=[O:22])(=[O:23])[OH:24].[Cl:25][CH2:26][Cl:27].[F:1][C:2]([C:3](=[O:4])[N:5]1[CH2:6][CH2:7][N:8]([c:11]2[c:12]([CH3:17])[cH:13][cH:14][cH:15][cH:16]2)[CH2:9][CH2:10]1)([F:18])[F:19]>>[F:1][C:2]([C:3](=[O:4])[N:5]1[CH2:6][CH2:7][N:8]([c:11]2[c:12]([CH3:17])[cH:13][cH:14][c:15]([S:21]([Cl:20])(=[O:22])=[O:23])[cH:16]2)[CH2:9][CH2:10]1)([F:18])[F:19]. Starting materials: Intermediate 137, C(C)(C)OC=1C=C(N)C=CC1 (3-isopropoxyaniline), C(CCC)=O (butyraldehyde). Yields the product C(CCC)NC1=CC(=CC=C1)OC(C)C (N-Butyl-3-isopropoxyaniline). The yield is 88.9%. RXN SMILES: [CH:1]([O:4][C:5]1[CH:6]=[C:7]([CH:9]=[CH:10][CH:11]=1)[NH2:8])([CH3:3])[CH3:2].[CH:12](=O)[CH2:13][CH2:14][CH3:15]>>[CH2:12]([NH:8][C:7]1[CH:9]=[CH:10][CH:11]=[C:5]([O:4][CH:1]([CH3:3])[CH3:2])[CH:6]=1)[CH2:13][CH2:14][CH3:15]. Procedure details: Following a procedure analogous to that for the synthesis of Intermediate 137, 3-isopropoxyaniline (485 μL, 3.31 mmol) and butyraldehyde (310 μL, 3.47 mmol) were converted to the title compound (610 mg, 84%). 1H NMR (CDCl3) δ 7.15-6.96 (m, 1H), 6.37-6.01 (m, 2H), 4.60-4.39 (m, 1H), 3.75 (br s, 1H), 3.10 (t, J=7.0 Hz, 2H), 1.68-1.52 (m, 2H), 1.50-1.38 (m, 2H), 1.34 (s, 3H), 1.33 (s, 3H), 0.97 (t, J=7.4 Hz, 3H). Starting materials: C(C)(C)(C)C1=CC=C(C=C1)S(=O)(=O)NC=1C(=NC=C(C1)Cl)C(=O)NN (4-tert-butyl-N-(5-chloro-2-hydrazinocarbonyl-pyridin-3-yl)-benzenesulfonamide), C(OC)(OC)OC (trimethyl orthoformate), C(=O)(OC(C)(C)C)N1CC(CC1)N (1-Boc-3-aminopyrrolidine), C(NN)(=O)OC (methyl carbazate). Procedure details: A 25 mL scintillation vial was charged with 4-tert-butyl-N-(5-chloro-2-hydrazinocarbonyl-pyridin-3-yl)-benzenesulfonamide (191 mg, 0.50 mmol), trimethyl orthoformate (0.072 mL, 0.65 mmol), AcOH (0.60 mL), and dioxane (1.5 mL). The vial was sealed, heated to 110° C., and stirred overnight. The following day, the intermediate methyl carbazate was observed at m/z 425 (via LCMS). 1-Boc-3-aminopyrrolidine (187 mg, 1.0 mmol) was subsequently added and the reaction continued at 110° C. until LCMS analy... Conditions: temperature 110 celsius, time 8 hour. As a reaction SMILES: [C:1]([C:5]1[CH:10]=[CH:9][C:8]([S:11]([NH:14][C:15]2[C:16]([C:22]([NH:24][NH2:25])=O)=[N:17][CH:18]=[C:19]([Cl:21])[CH:20]=2)(=[O:13])=[O:12])=[CH:7][CH:6]=1)([CH3:4])([CH3:3])[CH3:2].[CH:26](OC)(OC)OC.C(OC)(=O)NN.[C:39]([N:46]1[CH2:50][CH2:49][CH:48]([NH2:51])[CH2:47]1)([O:41][C:42]([CH3:45])([CH3:44])[CH3:43])=[O:40]>O1CCOCC1.CC(O)=O>[C:42]([O:41][C:39]([N:46]1[CH2:50][CH2:49][CH:48]([N:51]2[CH:26]=[N:25][N:24]=[C:22]2[C:16]2[C:15]([NH:14][S:11]([C:8]3[CH:9]=[CH:10][C:5]([C:1]([CH3:4])([CH3:3])[CH3:2])=[CH:6][CH:7]=3)(=[O:13])=[O:12])=[CH:20][C:19]([Cl:21])=[CH:18][N:17]=2)[CH2:47]1)=[O:40])([CH3:45])([CH3:44])[CH3:43]. The solvent is O1CCOCC1 (dioxane), CC(=O)O (AcOH). Product: C(C)(C)(C)OC(=O)N1CC(CC1)N1C(=NN=C1)C1=NC=C(C=C1NS(=O)(=O)C1=CC=C(C=C1)C(C)(C)C)Cl (3-{3-[3-(4-tert-butyl-benzenesulfonylamino)-5-chloro-pyridin-2-yl]-[1,2,4]triazol-4-yl}-pyrrolidine-1-carboxylic acid tert-butyl ester). Reactants: CCO, CCOC(C)=O, CCOC(=O)C=Cc1ccc2ccn(C3CCN(CCc4ccc(F)cc4)CC3)c2c1. Yields the product CCOC(=O)CCc1ccc2ccn(C3CCN(CCc4ccc(F)cc4)CC3)c2c1. RXN SMILES: [CH3:32][CH2:33][OH:34].[CH3:35][CH2:36][O:37][C:38](=[O:39])[CH3:40].[F:1][c:2]1[cH:3][cH:4][c:5]([CH2:6][CH2:7][N:8]2[CH2:9][CH2:10][CH:11]([n:14]3[cH:15][cH:16][c:17]4[cH:18][cH:19][c:20]([CH:23]=[CH:24][C:25](=[O:26])[O:27][CH2:28][CH3:29])[cH:21][c:22]34)[CH2:12][CH2:13]2)[cH:30][cH:31]1>>[F:1][c:2]1[cH:3][cH:4][c:5]([CH2:6][CH2:7][N:8]2[CH2:9][CH2:10][CH:11]([n:14]3[cH:15][cH:16][c:17]4[cH:18][cH:19][c:20]([CH2:23][CH2:24][C:25](=[O:26])[O:27][CH2:28][CH3:29])[cH:21][c:22]34)[CH2:12][CH2:13]2)[cH:30][cH:31]1. Reactants: O=C([O-])[O-], COC(=O)c1ccc(F)c([N+](=O)[O-])c1, NCCCl, Cl, [K+], [K+], CN(C)C=O, O. The product is COC(=O)c1ccc(NCCCl)c([N+](=O)[O-])c1. Reaction SMILES: [C:15](=[O:16])([O-:17])[O-:18].[CH3:1][O:2][C:3]([c:4]1[cH:5][c:6]([N+:11](=[O:12])[O-:13])[c:7]([F:10])[cH:8][cH:9]1)=[O:14].[Cl:22][CH2:23][CH2:24][NH2:25].[ClH:21].[K+:19].[K+:20].[O:26]=[CH:27][N:28]([CH3:29])[CH3:30].[OH2:31]>>[CH3:1][O:2][C:3]([c:4]1[cH:5][c:6]([N+:11](=[O:12])[O-:13])[c:7]([NH:25][CH2:24][CH2:23][Cl:22])[cH:8][cH:9]1)=[O:14]. Starting materials: BrC=1SC=2CC3=C(C2C1)N(N=C3C3=CC=C(C=C3)OC)COCC[Si](C)(C)C (2-Bromo-6-(4-methoxy-phenyl)-4-(2-trimethylsilanyl-ethoxymethyl)-4,7-dihydro-1-thia-4,5-diaza-cyclopenta[a]pentalene), COC1=CC=C(C=C1)B1OC(C(O1)(C)C)(C)C (2-(4-Methoxy-phenyl)-4,4,5,5-tetramethyl-[1,3,2]dioxaborolane), C(=O)([O-])[O-].[Na+].[Na+] (Na2CO3). The reagents and catalysts are Cl[Pd]([P](C1=CC=CC=C1)(C2=CC=CC=C2)C3=CC=CC=C3)([P](C4=CC=CC=C4)(C5=CC=CC=C5)C6=CC=CC=C6)Cl (Pd(PPh3)2Cl2). Run in C1(=CC=CC=C1)C.C(C)O (toluene ethanol). Conditions: temperature 100 celsius. Yields the product COC1=CC=C(C=C1)C=1SC=2CC3=C(C2C1)N(N=C3C3=CC=C(C=C3)OC)COCC[Si](C)(C)C (2,6-Bis-(4-methoxy-phenyl)-4-(2-trimethylsilanyl-ethoxymethyl)-4,7-dihydro-1-thia-4,5-diaza-cyclopenta[a]pentalene). The yield is 76.0%. Reaction SMILES: Br[C:2]1[S:3][C:4]2[CH2:5][C:6]3[C:12]([C:13]4[CH:18]=[CH:17][C:16]([O:19][CH3:20])=[CH:15][CH:14]=4)=[N:11][N:10]([CH2:21][O:22][CH2:23][CH2:24][Si:25]([CH3:28])([CH3:27])[CH3:26])[C:7]=3[C:8]=2[CH:9]=1.[CH3:29][O:30][C:31]1[CH:36]=[CH:35][C:34](B2OC(C)(C)C(C)(C)O2)=[CH:33][CH:32]=1.C([O-])([O-])=O.[Na+].[Na+]>C1(C)C=CC=CC=1.C(O)C.Cl[Pd](Cl)([P](C1C=CC=CC=1)(C1C=CC=CC=1)C1C=CC=CC=1)[P](C1C=CC=CC=1)(C1C=CC=CC=1)C1C=CC=CC=1>[CH3:29][O:30][C:31]1[CH:36]=[CH:35][C:34]([C:2]2[S:3][C:4]3[CH2:5][C:6]4[C:12]([C:13]5[CH:18]=[CH:17][C:16]([O:19][CH3:20])=[CH:15][CH:14]=5)=[N:11][N:10]([CH2:21][O:22][CH2:23][CH2:24][Si:25]([CH3:26])([CH3:28])[CH3:27])[C:7]=4[C:8]=3[CH:9]=2)=[CH:33][CH:32]=1 |f:2.3.4,5.6,^1:64,83|. Procedure: A mixture of the corresponding 2-Bromo-6-(4-methoxy-phenyl)-4-(2-trimethylsilanyl-ethoxymethyl)-4,7-dihydro-1-thia-4,5-diaza-cyclopenta[a]pentalene (0.76 g, 1.5 mmol), 2-(4-Methoxy-phenyl)-4,4,5,5-tetramethyl-[1,3,2]dioxaborolane (0.36 g, 2.3 mmol), Na2CO3 (2 M, 3.7 mL), and Pd(PPh3)2Cl2 (150 mg, 0.012 mmol) in toluene/ethanol (1:1, 10 mL) was heated at 100° C. for 8 hr. The solution was cooled to room temperature and extracted with ethyl acetate. The target product was purified by gravity colum... The reactants are Cc1nnc(-c2ccc(-c3ccc(N4CC(CO)OC4=O)cc3F)cn2)o1, c1c[nH]nn1. Yields the product Cc1nnc(-c2ccc(-c3ccc(N4CC(Cn5ccnn5)OC4=O)cc3F)cn2)o1. As a reaction SMILES: [CH3:6][c:7]1[o:8][c:9](-[c:12]2[n:13][cH:14][c:15](-[c:18]3[c:19]([F:32])[cH:20][c:21]([N:24]4[C:25](=[O:31])[O:26][CH:27]([CH2:29][OH:30])[CH2:28]4)[cH:22][cH:23]3)[cH:16][cH:17]2)[n:10][n:11]1.[nH:1]1[n:2][n:3][cH:4][cH:5]1>>[n:1]1([CH2:29][CH:27]2[O:26][C:25](=[O:31])[N:24]([c:21]3[cH:20][c:19]([F:32])[c:18](-[c:15]4[cH:14][n:13][c:12](-[c:9]5[o:8][c:7]([CH3:6])[n:11][n:10]5)[cH:17][cH:16]4)[cH:23][cH:22]3)[CH2:28]2)[n:2][n:3][cH:4][cH:5]1. Starting materials: Cc1ccccc1, O=Cc1cc([N+](=O)[O-])ccc1Cl, O, CCCCOC(=O)C(C)(O)CO, Cc1ccc(S(=O)(=O)O)cc1. Yields the product CCCCOC(=O)C1(C)COC(c2cc([N+](=O)[O-])ccc2Cl)O1. RXN SMILES: [CH3:37][c:38]1[cH:39][cH:40][cH:41][cH:42][cH:43]1.[Cl:13][c:14]1[c:15]([CH:16]=[O:17])[cH:18][c:19]([N+:22](=[O:23])[O-:24])[cH:20][cH:21]1.[OH2:36].[OH:1][C:2]([C:3](=[O:4])[O:5][CH2:6][CH2:7][CH2:8][CH3:9])([CH2:10][OH:11])[CH3:12].[c:25]1([CH3:26])[cH:27][cH:28][c:29]([S:30]([OH:31])(=[O:32])=[O:33])[cH:34][cH:35]1>>[O:1]1[C:2]([C:3](=[O:4])[O:5][CH2:6][CH2:7][CH2:8][CH3:9])([CH3:12])[CH2:10][O:11][CH:16]1[c:15]1[c:14]([Cl:13])[cH:21][cH:20][c:19]([N+:22](=[O:23])[O-:24])[cH:18]1.